Dataset: the Open Reaction Database (ORD), a public repository of structured organic reaction records. Task: describe an organic reaction: reactants, conditions, products, and yield Starting materials: FC1=C(C[C@H]2N(CC[C@H](C2)C2=CC(NO2)=O)C(=O)OC)C(=CC=C1)F ((2S,4R)-Methyl 2-(2,6-difluorobenzyl)-4-(3-oxo-2,3-dihydroisoxazol-5-yl)piperidine-1-carboxylate), Br (hydrogen bromide). Run at time 24 hour. Yields the product FC1=C(C[C@H]2NCC[C@H](C2)C2=CC(NO2)=O)C(=CC=C1)F (5-((2S,4R)-2-(2,6-difluorobenzyl)piperidin-4-yl)isoxazol-3(2H)-one). Yield: 77.0%. Reaction SMILES: [F:1][C:2]1[CH:24]=[CH:23][CH:22]=[C:21]([F:25])[C:3]=1[CH2:4][C@@H:5]1[CH2:10][C@H:9]([C:11]2[O:15][NH:14][C:13](=[O:16])[CH:12]=2)[CH2:8][CH2:7][N:6]1C(OC)=O.Br>>[F:1][C:2]1[CH:24]=[CH:23][CH:22]=[C:21]([F:25])[C:3]=1[CH2:4][C@@H:5]1[CH2:10][C@H:9]([C:11]2[O:15][NH:14][C:13](=[O:16])[CH:12]=2)[CH2:8][CH2:7][NH:6]1. Procedure: (2S,4R)-Methyl 2-(2,6-difluorobenzyl)-4-(3-oxo-2,3-dihydroisoxazol-5-yl)piperidine-1-carboxylate (344 mg, 0.98 mmol) (from example 127, step 3) was dissolved in hydrogen bromide (33% in acetic acid, 8 mL, 45.68 mmol) and the mixture stirred at room temperature for 24 h. The solvent was evaporated and the residue purified by preparative HPLC (Instrument: FractionLynx III, Mobilphase: gradient 5-95% MeCN in 0.2% NH3, pH 10, Column: Xbridge Prep C18 5 μm OBD 19*150 mm) to yield 5-((2S,4R)-2-(2,6-di... The reactants are C(CCCCC)C1=CC=C(S1)C(=O)O (5-hexylthiophene-2-carboxylic acid), C(CCCCC)OC1=C(C(=C(O)C=C1)C#N)C#N (2,3-dicyanohydroquinone monohexyl ether), C1(CCCCC1)N=C=NC1CCCCC1 (dicyclohexylcarbodiimide), N1(CCCC1)C1=NC=CC=C1 (pyrrolidinopyridine). Run in C1CCOC1 (THF). The product is C(CCCCC)C1=CC=C(S1)C(=O)OC1=C(C(=C(C=C1)OCCCCCC)C#N)C#N (2,3-dicyano-4-hexyloxyphenyl 5-hexylthiophene-2-carboxylate). Isolated yield 53.2%. RXN SMILES: [CH2:1]([C:7]1[S:11][C:10]([C:12]([OH:14])=[O:13])=[CH:9][CH:8]=1)[CH2:2][CH2:3][CH2:4][CH2:5][CH3:6].[CH2:15]([O:21][C:22]1[CH:28]=[CH:27][C:25](O)=[C:24]([C:29]#[N:30])[C:23]=1[C:31]#[N:32])[CH2:16][CH2:17][CH2:18][CH2:19][CH3:20].C1(N=C=NC2CCCCC2)CCCCC1.N1(C2C=CC=CN=2)CCCC1>C1COCC1>[CH2:1]([C:7]1[S:11][C:10]([C:12]([O:14][C:25]2[CH:27]=[CH:28][C:22]([O:21][CH2:15][CH2:16][CH2:17][CH2:18][CH2:19][CH3:20])=[C:23]([C:31]#[N:32])[C:24]=2[C:29]#[N:30])=[O:13])=[CH:9][CH:8]=1)[CH2:2][CH2:3][CH2:4][CH2:5][CH3:6]. Reported procedure: 0.50 g (2.36 mM) of 5-hexylthiophene-2-carboxylic acid (M.W.: 212), 0.58 g (2.36 mM) of 2,3-dicyanohydroquinone monohexyl ether (M.W.: 244) and 20 ml of THF were mixed and stirred. To the mixture, 0.49 g (2.36 mM) of dicyclohexylcarbodiimide (M.W.: 206) and 0.05 g of pyrrolidinopyridine were added, followed by stirring overnight at room temperature. After the reaction, the reaction mixture was subjected to filtration and the filtrate was subjected to distillation to obtain a crude product. The c... The reactants are BrC=1SC=C(N1)C(=O)NC=1C=NN(C1[C@@H]1CC[C@H]([C@H](CO1)F)NC(OC(C)(C)C)=O)C (tert-butyl ((3R,4R,7S)-7-(4-(2-bromothiazole-4-carboxamido)-1-methyl-1H-pyrazol-5-yl)-3-fluorooxepan-4-yl)carbamate), BrC=1SC=C(N1)C(=O)NC=1C=NN(C1[C@@H]1CC[C@H]([C@H](CO1)F)NC(OC(C)(C)C)=O)C (tert-butyl ((3R,4R,7S)-7-(4-(2-bromothiazole-4-carboxamido)-1-methyl-1H-pyrazol-5-yl)-3-fluorooxepan-4-yl)carbamate), ClC=1C(=C(C=CC1)B(O)O)F ((3-chloro-2-fluorophenyl)boronic acid). The product is N[C@@H]1CC[C@H](OC[C@@H]1F)C1=C(C=NN1C)NC(=O)C=1N=C(SC1)C1=C(C(=CC=C1)Cl)F (N-(5-((2S,5R,6R)-5-amino-6-fluorooxepan-2-yl)-1-methyl-1H-pyrazol-4-yl)-2-(3-chloro-2-fluorophenyl)thiazole-4-carboxamide). As a reaction SMILES: Br[C:2]1[S:3][CH:4]=[C:5]([C:7]([NH:9][C:10]2[CH:11]=[N:12][N:13]([CH3:31])[C:14]=2[C@H:15]2[O:21][CH2:20][C@H:19]([F:22])[C@H:18]([NH:23]C(=O)OC(C)(C)C)[CH2:17][CH2:16]2)=[O:8])[N:6]=1.[Cl:32][C:33]1[C:34]([F:42])=[C:35](B(O)O)[CH:36]=[CH:37][CH:38]=1>>[NH2:23][C@H:18]1[C@@H:19]([F:22])[CH2:20][O:21][C@H:15]([C:14]2[N:13]([CH3:31])[N:12]=[CH:11][C:10]=2[NH:9][C:7]([C:5]2[N:6]=[C:2]([C:35]3[CH:36]=[CH:37][CH:38]=[C:33]([Cl:32])[C:34]=3[F:42])[S:3][CH:4]=2)=[O:8])[CH2:16][CH2:17]1. Procedure details: Following the procedure for Example 101 starting from tert-butyl ((3R,4R,7S)-7-(4-(2-bromothiazole-4-carboxamido)-1-methyl-1H-pyrazol-5-yl)-3-fluorooxepan-4-yl)carbamate (Intermediate 100), and replacing 3,6-dihydro-2H-pyran-4-boronic acid pinacol ester with (3-chloro-2-fluorophenyl)boronic acid gave 248. 1H NMR (400 MHz, DMSO-d6) δ 10.10 (s, 1H), 8.59 (s, 1H), 8.30-8.21 (m, 1H), 7.86-7.77 (m, 2H), 7.52-7.43 (m, 1H), 5.05-4.77 (m, 2H), 4.16 (ddd, J=24.7, 13.6, 4.7 Hz, 1H), 3.99 (ddd, J=17.9, 13.... The reactants are ClC(Cl)(Cl)Cl, O=C([O-])O, COCCc1ccccc1, CC(C)(C#N)N=NC(C)(C)C#N, [Na+], O=C1CCC(=O)N1Br. Product: COCC(Br)c1ccccc1. Reaction SMILES: [C:31]([Cl:32])([Cl:33])([Cl:34])[Cl:35].[C:36](=[O:37])([OH:38])[O-:39].[CH3:1][O:2][CH2:3][CH2:4][c:5]1[cH:6][cH:7][cH:8][cH:9][cH:10]1.[N:19]#[C:20][C:21]([N:22]=[N:23][C:24]([C:25]#[N:26])([CH3:27])[CH3:28])([CH3:29])[CH3:30].[Na+:40].[O:11]=[C:12]1[N:13]([Br:18])[C:14](=[O:15])[CH2:16][CH2:17]1>>[CH3:1][O:2][CH2:3][CH:4]([c:5]1[cH:6][cH:7][cH:8][cH:9][cH:10]1)[Br:18]. Starting materials: CC(C)N1CCC(N(Cc2ccccc2)C(=O)[O-])CC1, CCO. Product: CC(C)N1CCC(N)CC1. RXN SMILES: [CH2:1]([c:5]1[cH:6][cH:7][cH:9][cH:10][cH:11]1)[N:8]([C:2](=[O:3])[O-:4])[CH:12]1[CH2:13][CH2:14][N:15]([CH:18]([CH3:19])[CH3:20])[CH2:16][CH2:17]1.[CH3:21][CH2:22][OH:23]>>[NH2:8][CH:12]1[CH2:13][CH2:14][N:15]([CH:18]([CH3:19])[CH3:20])[CH2:16][CH2:17]1. Starting materials: solution, C(CCC)[Li] (n-butyllithium), C(C1=CC=CC=C1)N1CCC(CC1)=O (1-benzyl-4-piperidinone), [NH4+].[Cl-] (NH4Cl), BrC1=CC=C(C=C1)OC (1-bromo-4-methoxybenzene). Run in CCCCCC (hexane), C1CCOC1 (THF), C1CCOC1 (THF). Run at temperature -78 celsius, time 30 minute. Product: C(C1=CC=CC=C1)N1CCC(CC1)(O)C1=CC=C(C=C1)OC (1-Benzyl-4-(4-methoxyphenyl)piperid-4-ol). The yield is 68.3%. As a reaction SMILES: Br[C:2]1[CH:7]=[CH:6][C:5]([O:8][CH3:9])=[CH:4][CH:3]=1.C([Li])CCC.[CH2:15]([N:22]1[CH2:27][CH2:26][C:25](=[O:28])[CH2:24][CH2:23]1)[C:16]1[CH:21]=[CH:20][CH:19]=[CH:18][CH:17]=1.[NH4+].[Cl-]>C1COCC1.CCCCCC>[CH2:15]([N:22]1[CH2:27][CH2:26][C:25]([C:2]2[CH:7]=[CH:6][C:5]([O:8][CH3:9])=[CH:4][CH:3]=2)([OH:28])[CH2:24][CH2:23]1)[C:16]1[CH:17]=[CH:18][CH:19]=[CH:20][CH:21]=1 |f:3.4|. Procedure details: A solution of 44.8 g of 1-bromo-4-methoxybenzene in 700 ml of THF is cooled to −78° C., 168 ml of a 1.6M solution of n-butyllithium in hexane are added dropwise and the mixture is then stirred at −78° C. for 30 minutes. The solution of 45.3 g of 1-benzyl-4-piperidinone in 100 ml of THF is then added dropwise and the mixture is stirred at −78° C. for 2 hours. The reaction mixture is poured into 400 ml of saturated NH4Cl solution and extracted with ether, the organic phase is washed with water, wi... Reported procedure: This compound was made following the procedure described above, staring with 1-(cyclopropylmethyl)-6-hydrazino-3-methylpyrimidine-2,4(1H,3H)-dione, and condensing first with 5-methyl-1H-indole-3-carbaldehyde, followed by 5-formyl-1-methyl-1H-pyrrole-3-carboxylic acid. Mass: 487.23 (M+H). Yields the product C1(CC1)CN1C(N(C(C=2C1=NN(C2C2=CC(=CN2C)C(=O)O)CC2=CNC1=CC=C(C=C21)C)=O)C)=O (5-{7-(cyclopropylmethyl)-5-methyl-2-[(5-methyl-1H-indol-3-yl)methyl]4,6-dioxo-4,5,6,7-tetrahydro-2H-pyrazolo[3,4-d]pyrimidin-3-yl}-1-methyl-1H-pyrrole-3-carboxylic acid). Starting materials: C1(CC1)CN1C(N(C(C=C1NN)=O)C)=O (1-(cyclopropylmethyl)-6-hydrazino-3-methylpyrimidine-2,4(1H,3H)-dione), CC=1C=C2C(=CNC2=CC1)C=O (5-methyl-1H-indole-3-carbaldehyde), C(=O)C1=CC(=CN1C)C(=O)O (5-formyl-1-methyl-1H-pyrrole-3-carboxylic acid). RXN SMILES: [CH:1]1([CH2:4][N:5]2[C:10]([NH:11][NH2:12])=[CH:9][C:8](=[O:13])[N:7]([CH3:14])[C:6]2=[O:15])[CH2:3][CH2:2]1.[CH3:16][C:17]1[CH:18]=[C:19]2[C:23](=[CH:24][CH:25]=1)[NH:22][CH:21]=[C:20]2[CH:26]=O.[CH:28]([C:30]1[N:34]([CH3:35])[CH:33]=[C:32]([C:36]([OH:38])=[O:37])[CH:31]=1)=O>>[CH:1]1([CH2:4][N:5]2[C:10]3=[N:11][N:12]([CH2:26][C:20]4[C:19]5[C:23](=[CH:24][CH:25]=[C:17]([CH3:16])[CH:18]=5)[NH:22][CH:21]=4)[C:28]([C:30]4[N:34]([CH3:35])[CH:33]=[C:32]([C:36]([OH:38])=[O:37])[CH:31]=4)=[C:9]3[C:8](=[O:13])[N:7]([CH3:14])[C:6]2=[O:15])[CH2:2][CH2:3]1.